This data is from the Open Reaction Database (ORD), a public repository of structured organic reaction records. The task is: describe an organic reaction: reactants, conditions, products, and yield Starting materials: CN1CCC2(CC1)COC1=CC=3CCNC3C=C12 (1'-methyl-2,3,6,7-tetrahydrospiro[furo[2,3-f]indole-3,4'-piperidine]), C(C)(=O)C1=CC(=C(C=C1)C1=CC=C(C=C1)C(=O)O)C (4'-acetyl-2'-methylbiphenyl-4-carboxylic acid), Example 1. Procedure: The title compound was prepared from 1'-methyl-2,3,6,7-tetrahydrospiro[furo[2,3-f]indole-3,4'-piperidine] (D8) and 4'-acetyl-2'-methylbiphenyl-4-carboxylic acid (D19) using a procedure similar to that of Example 1 (35%). The product is C(C)(=O)C1=CC(=C(C=C1)C1=CC=C(C=C1)C(=O)N1CCC=2C=C3C(=CC12)C1(CCN(CC1)C)CO3)C (5-(4'-Acetyl-2'-methylbiphenyl-4-carbonyl)-1'-methyl-2,3,6,7-tetrahydrospiro[furo[2,3-f]indole-3,4'-piperidine]). RXN SMILES: [CH3:1][N:2]1[CH2:7][CH2:6][C:5]2([C:18]3[C:10](=[CH:11][C:12]4[CH2:13][CH2:14][NH:15][C:16]=4[CH:17]=3)[O:9][CH2:8]2)[CH2:4][CH2:3]1.[C:19]([C:22]1[CH:27]=[CH:26][C:25]([C:28]2[CH:33]=[CH:32][C:31]([C:34](O)=[O:35])=[CH:30][CH:29]=2)=[C:24]([CH3:37])[CH:23]=1)(=[O:21])[CH3:20]>>[C:19]([C:22]1[CH:27]=[CH:26][C:25]([C:28]2[CH:33]=[CH:32][C:31]([C:34]([N:15]3[C:16]4[CH:17]=[C:18]5[C:5]6([CH2:8][O:9][C:10]5=[CH:11][C:12]=4[CH2:13][CH2:14]3)[CH2:4][CH2:3][N:2]([CH3:1])[CH2:7][CH2:6]6)=[O:35])=[CH:30][CH:29]=2)=[C:24]([CH3:37])[CH:23]=1)(=[O:21])[CH3:20]. Run in C1(=CC=CC=C1)C (toluene), C1(=CC=CC=C1)C (toluene). The reactants are CNN (methylhydrazine), FC(C(=O)F)F (difluoroacetyl fluoride), N1(CCCCC1)C=CC(=O)OC (methyl 3-piperidin-1-ylacrylate), [F-].[K+] (KF), [OH-].[Na+] (sodium hydroxide). The yield is 88.0%. RXN SMILES: [F:1][CH:2]([F:6])[C:3](F)=O.[N:7]1([CH:13]=[CH:14][C:15]([O:17]C)=[O:16])CCCC[CH2:8]1.[F-].[K+].C[NH:22]N.[OH-].[Na+]>C1(C)C=CC=CC=1>[F:1][CH:2]([F:6])[C:3]1[C:14]([C:15]([OH:17])=[O:16])=[CH:13][N:7]([CH3:8])[N:22]=1 |f:2.3,5.6|. Procedure details: At −30° C., difluoroacetyl fluoride (18.7 g, 0.187 mol; 98%) was introduced into a solution of methyl 3-piperidin-1-ylacrylate (99%, 29.0 g, 0.17 mol) and KF (technical grade) (10.7 g, 0.25 mol) in toluene (250 ml). The reaction mixture was stirred at −30° C. for 3 h. The mixture was then, over a period of one hour, warmed to room temperature. The reaction mixture was washed with deionized water (200 ml). After separation of the phases, the aqueous phase was extracted once with toluene (100 ml).... Yields the product FC(C1=NN(C=C1C(=O)O)C)F (3-Difluoromethyl-1-methyl-1H-pyrazol-4-ylcarboxylic acid). Conditions: temperature -30 celsius, time 3 hour. Starting materials: FC(C(=O)C(C(=O)OCC)=CN(C)C)(F)F (ethyl 2-trifluoroacetyl-3-(N,N-dimethylamino)-2-propenoate), C1(=CC=C(C=C1)S(=O)(=O)O)C (p-toluenesulfonic acid), FC(C(CC(=O)OCC)=O)(F)F (ethyl trifluoroacetoacetate), CN(C)C(OC)OC (DMF dimethyl acetal). Yields the product CN(C)C=CC(=O)OCC (ethyl 3-(N,N-dimethylamino)-2-propenoate). The yield is 75.0%. RXN SMILES: FC(F)(F)C([C:5](=[CH:11][N:12]([CH3:14])[CH3:13])[C:6]([O:8][CH2:9][CH3:10])=[O:7])=O.FC(F)(F)C(=O)CC(OCC)=O.CN(C(OC)OC)C.C1(C)C=CC(S(O)(=O)=O)=CC=1>>[CH3:13][N:12]([CH:11]=[CH:5][C:6]([O:8][CH2:9][CH3:10])=[O:7])[CH3:14]. Procedure details: My result is especially surprising in view of the results reported by Beck et al., vide supra, who attempted to prepare (2) by reacting ethyl trifluoroacetoacetate with DMF dimethyl acetal in the presence of a catalytic quantity of p-toluenesulfonic acid. The reaction resulted in the formation of ethyl 3-(N,N-dimethylamino)-2-propenoate (4) in 75% yield. Presumably, the methanol by-product further reacted with the target compound (2) to give the unexpected product and methyl trifluoroacetate. Reactants: O=C(OO)c1cccc(Cl)c1, ClCCl, C1=CCc2c(cccc2OCC2CO2)C1. Product: c1cc2c(c(OCC3CO3)c1)CC1OC1C2. As a reaction SMILES: [Cl:16][c:17]1[cH:18][cH:19][cH:20][c:21]([C:22]([O:23][OH:25])=[O:24])[cH:26]1.[Cl:27][CH2:28][Cl:29].[O:1]1[CH:2]([CH2:3][O:4][c:5]2[cH:6][cH:7][cH:8][c:9]3[c:14]2[CH2:13][CH:12]=[CH:11][CH2:10]3)[CH2:15]1>>[O:1]1[CH:2]([CH2:3][O:4][c:5]2[cH:6][cH:7][cH:8][c:9]3[c:14]2[CH2:13][CH:12]2[CH:11]([CH2:10]3)[O:24]2)[CH2:15]1. Starting materials: [Al+3], CC(C)(C)C(=O)c1ccc(C(=O)O)cc1, [H-], [H-], [H-], [H-], [Li+], C1CCOC1. Yields the product CC(C)(C)C(O)c1ccc(C(=O)O)cc1. RXN SMILES: [Al+3:2].[CH3:7][C:8]([C:9](=[O:10])[c:11]1[cH:12][cH:13][c:14]([C:15](=[O:16])[OH:17])[cH:18][cH:19]1)([CH3:20])[CH3:21].[H-:1].[H-:4].[H-:5].[H-:6].[Li+:3].[O:22]1[CH2:23][CH2:24][CH2:25][CH2:26]1>>[CH3:7][C:8]([CH:9]([OH:10])[c:11]1[cH:12][cH:13][c:14]([C:15](=[O:16])[OH:17])[cH:18][cH:19]1)([CH3:20])[CH3:21]. Starting materials: COCCOC1=CC=2N(C=C1)C(=CN2)C2=NC1=C(C=CC=C1C=C2)O (2-(7-(2-methoxyethoxy)imidazo[1,2-a]pyridin-3-yl)quinolin-8-ol), BrCCNC(OC(C)(C)C)=O (tert-butyl 2-bromoethylcarbamate), [I-].C(C)(C)(C)[NH3+] (t-butylammonium iodide), O.[OH-].[Cs+] (cesium hydroxide hydrate), C(=O)(C(F)(F)F)O (TFA). The solvent is CN(C)C=O (DMF), CCOC(=O)C.O (EtOAc H2O), C(Cl)Cl (DCM). Run at time 8 hour. The product is COCCOC1=CC=2N(C=C1)C(=CN2)C2=NC1=C(C=CC=C1C=C2)OCCN (2-(2-(7-(2-methoxyethoxy)imidazo[1.2-a]pyridin-3-yl)quinolin-8-yloxy)ethanamine). The yield is 35.2%. Reaction SMILES: [CH3:1][O:2][CH2:3][CH2:4][O:5][C:6]1[CH:11]=[CH:10][N:9]2[C:12]([C:15]3[CH:24]=[CH:23][C:22]4[C:17](=[C:18]([OH:25])[CH:19]=[CH:20][CH:21]=4)[N:16]=3)=[CH:13][N:14]=[C:8]2[CH:7]=1.Br[CH2:27][CH2:28][NH:29]C(=O)OC(C)(C)C.[I-].C([NH3+])(C)(C)C.O.[OH-].[Cs+].C(O)(C(F)(F)F)=O>CN(C=O)C.CCOC(C)=O.O.C(Cl)Cl>[CH3:1][O:2][CH2:3][CH2:4][O:5][C:6]1[CH:11]=[CH:10][N:9]2[C:12]([C:15]3[CH:24]=[CH:23][C:22]4[C:17](=[C:18]([O:25][CH2:27][CH2:28][NH2:29])[CH:19]=[CH:20][CH:21]=4)[N:16]=3)=[CH:13][N:14]=[C:8]2[CH:7]=1 |f:2.3,4.5.6,9.10|. Procedure details: To 2-(7-(2-methoxyethoxy)imidazo[1,2-a]pyridin-3-yl)quinolin-8-ol (50 mg, 0.15 mmol) in DMF (3 mL) was added 4 angstrom molecular sieves (2 g), tert-butyl 2-bromoethylcarbamate (40 mg, 0.18 mmol), t-butylammonium iodide (3 mg) and cesium hydroxide hydrate (50 mg, 0.30 mmol). The reaction mixture was stirred overnight, then dilute with EtOAc/H2O (10 mL/10 mL). The aqueous layer was extracted with EtOAc. The combined organic layers were dried (Na2SO4), filtered, and concentrated to give crude, N-B...